Dataset: the Open Reaction Database (ORD), a public repository of structured organic reaction records. Task: describe an organic reaction: reactants, conditions, products, and yield The reactants are NC=1N=CC2=C(N1)N=C(C(=C2)C2=C(C=CC=C2Cl)Cl)N (2,7-diamino-6-(2,6-dichlorophenyl)-pyrido[2,3-d]pyrimidine), NCCCCN1CCN(CC1)C (1-(4-aminobutyl)-4-methyl-piperazine). Product: NC=1C(=CC2=C(N=C(N=C2)NCCCCN2CCN(CC2)C)N1)C1=C(C=CC=C1Cl)Cl (7-Amino-6-(2,6-dichlorophenyl)-2-(4-(4-methyl-piperazin-1-yl)-butylamino)-pyrido[2,3-d]pyrimidine). RXN SMILES: [NH2:1][C:2]1[N:3]=[CH:4][C:5]2[CH:11]=[C:10]([C:12]3[C:17]([Cl:18])=[CH:16][CH:15]=[CH:14][C:13]=3[Cl:19])[C:9]([NH2:20])=[N:8][C:6]=2[N:7]=1.N[CH2:22][CH2:23][CH2:24][CH2:25][N:26]1[CH2:31][CH2:30][N:29]([CH3:32])[CH2:28][CH2:27]1>>[NH2:20][C:9]1[C:10]([C:12]2[C:17]([Cl:18])=[CH:16][CH:15]=[CH:14][C:13]=2[Cl:19])=[CH:11][C:5]2[CH:4]=[N:3][C:2]([NH:1][CH2:22][CH2:23][CH2:24][CH2:25][N:26]3[CH2:27][CH2:28][N:29]([CH3:32])[CH2:30][CH2:31]3)=[N:7][C:6]=2[N:8]=1. Reported procedure: Following the procedure of Example 20, 2.0 g of 2,7-diamino-6-(2,6-dichlorophenyl)-pyrido[2,3-d]pyrimidine from Example 1 was reacted with 15 mL of 1-(4-aminobutyl)-4-methyl-piperazine to give the title compound. The reactants are CCOC(C)=O, CN(C)C=O, CCN(C(C)C)C(C)C, O=C(O)CC1CC2CCC1C2, Nc1c(F)cc(F)cc1N1CCOCC1. The product is O=C(CC1CC2CCC1C2)Nc1c(F)cc(F)cc1N1CCOCC1. RXN SMILES: [CH3:36][CH2:37][O:38][C:39](=[O:40])[CH3:41].[CH3:42][N:43]([CH3:44])[CH:45]=[O:46].[CH:12]([N:13]([CH2:14][CH3:15])[CH:16]([CH3:17])[CH3:18])([CH3:19])[CH3:20].[CH:1]12[CH:2]([CH2:8][C:9](=[O:10])[OH:11])[CH2:3][CH:4]([CH2:5][CH2:6]1)[CH2:7]2.[F:21][c:22]1[c:23]([NH2:35])[c:24]([N:29]2[CH2:30][CH2:31][O:32][CH2:33][CH2:34]2)[cH:25][c:26]([F:28])[cH:27]1>>[CH:1]12[CH:2]([CH2:8][C:9](=[O:11])[NH:35][c:23]3[c:22]([F:21])[cH:27][c:26]([F:28])[cH:25][c:24]3[N:29]3[CH2:30][CH2:31][O:32][CH2:33][CH2:34]3)[CH2:3][CH:4]([CH2:5][CH2:6]1)[CH2:7]2.